The task is: describe an organic reaction: reactants, conditions, products, and yield. This data is from the Open Reaction Database (ORD), a public repository of structured organic reaction records. The reactants are C1(CCCCC1)COC=1C=C(C=CC1)[C@H]([C@@H](CNC(C1=CC=CC=C1)=O)C)O (N-((2R,3S)-3-(3-(cyclohexylmethoxy)phenyl)-3-hydroxy-2-methylpropyl)benzamide), O.NN (hydrazine monohydrate), [OH-].[Na+] (NaOH), CC[O-].[Na+] (NaOEt). Yields the product C1(=CC=CC=C1)OC1=CC=CC=C1 (phenyl ether). Reaction SMILES: [CH:1]1([CH2:7][O:8][C:9]2[CH:10]=[C:11]([C@@H](O)[C@H](C)CNC(=O)C3C=CC=CC=3)[CH:12]=[CH:13][CH:14]=2)[CH2:6][CH2:5][CH2:4][CH2:3]C1.O.NN.[OH-].[Na+].CC[O-].[Na+]>>[C:9]1([O:8][C:7]2[CH:3]=[CH:4][CH:5]=[CH:6][CH:1]=2)[CH:14]=[CH:13][CH:12]=[CH:11][CH:10]=1 |f:1.2,3.4,5.6|. Run at temperature 60 celsius. Reported procedure: A mixture of N-((2R,3S)-3-(3-(cyclohexylmethoxy)phenyl)-3-hydroxy-2-methylpropyl)benzamide (0.179 g, 0.47 mmol), hydrazine monohydrate (0.2 mL), aqueous solution of NaOH (50% w/w, 0.5 mL) and NaOEt (30% in MeOH, 1 mL) was heated at 60° C. under argon for 6 days. The reaction mixture was concentrated under reduced pressure, brine added and the product was extracted into MTBE. The mixture was concentrated under reduced pressure and the residue was purified by flash chromatography (5% 7N NH/MeOH in... Starting materials: O=C([O-])[O-], COC(=O)c1[nH]c2cnc(OC)cc2c1-c1cccnc1OC, CCOC(C)=O, [Cs+], [Cs+], Fc1ccccc1CCl, CN(C)C=O, O. Product: COC(=O)c1c(-c2cccnc2OC)c2cc(OC)ncc2n1Cc1ccccc1F. As a reaction SMILES: [C:33](=[O:34])([O-:35])[O-:36].[CH3:1][O:2][C:3](=[O:4])[c:5]1[c:6](-[c:16]2[c:17]([O:22][CH3:23])[n:18][cH:19][cH:20][cH:21]2)[c:7]2[c:8]([cH:9][n:10][c:11]([O:13][CH3:14])[cH:12]2)[nH:15]1.[CH3:39][CH2:40][O:41][C:42](=[O:43])[CH3:44].[Cs+:37].[Cs+:38].[F:24][c:25]1[c:26]([CH2:27][Cl:28])[cH:29][cH:30][cH:31][cH:32]1.[O:45]=[CH:46][N:47]([CH3:48])[CH3:49].[OH2:50]>>[CH3:1][O:2][C:3](=[O:4])[c:5]1[c:6](-[c:16]2[c:17]([O:22][CH3:23])[n:18][cH:19][cH:20][cH:21]2)[c:7]2[c:8]([cH:9][n:10][c:11]([O:13][CH3:14])[cH:12]2)[n:15]1[CH2:27][c:26]1[c:25]([F:24])[cH:32][cH:31][cH:30][cH:29]1.